This data is from the Open Reaction Database (ORD), a public repository of structured organic reaction records. The task is: describe an organic reaction: reactants, conditions, products, and yield Reactants: BrC1=C(C=C(C(=O)OCC)C=C1)Cl (Ethyl 4-bromo-3-chlorobenzoate), N1CCCC1 (pyrrolidine), CC(C)([O-])C.[Na+] (sodium tert-butoxide), C=1C=CC(=CC1)P(C=2C=CC=CC2)C3=CC=C4C=CC=CC4=C3C5=C6C=CC=CC6=CC=C5P(C=7C=CC=CC7)C=8C=CC=CC8 (BINAP). Reagents/catalysts: C=1C=CC(=CC1)/C=C/C(=O)/C=C/C2=CC=CC=C2.C=1C=CC(=CC1)/C=C/C(=O)/C=C/C2=CC=CC=C2.C=1C=CC(=CC1)/C=C/C(=O)/C=C/C2=CC=CC=C2.[Pd].[Pd] (tris(dibenzylideneacetone)dipalladium(0)). Run in C1(=CC=CC=C1)C (toluene). Product: ClC=1C=C(C(=O)OCC)C=CC1N1CCCC1 (Ethyl 3-chloro-4-(1-pyrrolidinyl)benzoate). Isolated yield 24.6%. As a reaction SMILES: Br[C:2]1[CH:12]=[CH:11][C:5]([C:6]([O:8][CH2:9][CH3:10])=[O:7])=[CH:4][C:3]=1[Cl:13].[NH:14]1[CH2:18][CH2:17][CH2:16][CH2:15]1.CC(C)([O-])C.[Na+].C1C=CC(P(C2C(C3C(P(C4C=CC=CC=4)C4C=CC=CC=4)=CC=C4C=3C=CC=C4)=C3C(C=CC=C3)=CC=2)C2C=CC=CC=2)=CC=1>C1(C)C=CC=CC=1.C1C=CC(/C=C/C(/C=C/C2C=CC=CC=2)=O)=CC=1.C1C=CC(/C=C/C(/C=C/C2C=CC=CC=2)=O)=CC=1.C1C=CC(/C=C/C(/C=C/C2C=CC=CC=2)=O)=CC=1.[Pd].[Pd]>[Cl:13][C:3]1[CH:4]=[C:5]([CH:11]=[CH:12][C:2]=1[N:14]1[CH2:18][CH2:17][CH2:16][CH2:15]1)[C:6]([O:8][CH2:9][CH3:10])=[O:7] |f:2.3,6.7.8.9.10|. Procedure details: A mixture of ethyl 4-bromo-3-chlorobenzoate (D16) (2.53 g, 9.62 mmol), pyrrolidine (1.03 mL, 12.5 mmol), sodium tert-butoxide (1.29 g, 13.5 mmol), BINAP (196 mg, 0.29 mmol) and tris(dibenzylideneacetone)dipalladium(0) (58 mg, 0.10 mmol) in toluene (120 mL) was heated to reflux under argon for 3 h. The reaction was allowed to cool and was filtered. The solid was washed with toluene and then the filtrate was concentrated. The residue was partitioned between ethyl acetate (150 mL) and water (100 mL...